This data is from the Open Reaction Database (ORD), a public repository of structured organic reaction records. The task is: describe an organic reaction: reactants, conditions, products, and yield Reactants: [Cl-].[Cl-].[Cl-].[Al+3] (aluminum trichloride), ClC1=C(C(=O)N2[C@H](C(=O)O)C[C@@H](C2)F)C=CC=C1 ((cis)-1-o-chloro- benzoyl-4-fluoro-L-proline). The solvent is C1=CC=CC=C1 (benzene). The product is ClC1=C(C(=O)N2[C@H](C(=O)O)C[C@H](C2)C2=CC=CC=C2)C=CC=C1 ((trans)-1-o-Chlorobenzoyl-4-phenyl-L-proline). Reaction SMILES: [Cl-].[Cl-].[Cl-].[Al+3].[Cl:5][C:6]1[CH:22]=[CH:21][CH:20]=[CH:19][C:7]=1[C:8]([N:10]1[CH2:17][C@@H:16](F)[CH2:15][C@H:11]1[C:12]([OH:14])=[O:13])=[O:9]>C1C=CC=CC=1>[Cl:5][C:6]1[CH:22]=[CH:21][CH:20]=[CH:19][C:7]=1[C:8]([N:10]1[CH2:17][C@H:16]([C:6]2[CH:22]=[CH:21][CH:20]=[CH:19][CH:7]=2)[CH2:15][C@H:11]1[C:12]([OH:14])=[O:13])=[O:9] |f:0.1.2.3|. Procedure: A suspension of aluminum trichloride (100 mg, 0.75 mmole) in benzene (3.7 ml) was stirred under argon and treated with (cis)-1-o-chloro- benzoyl-4-fluoro-L-proline (60 mg, 0.22 mmole). After stirring overnight, the reaction was cooled, quenched with 1N HCl and extracted with ethyl acetate. The combined organic extracts were washed with brine, dried and concentrated in vacuo. The residue consisted of The reactants are [N+](=O)([O-])\C=C\C1=CC=CC=C1 ((trans)-β-Nitrostyrene). The reagents and catalysts are C1=CC=C(C=C1)P(C2=CC=CC=C2)C3=CC=CC=C3.C1=CC=C(C=C1)P(C2=CC=CC=C2)C3=CC=CC=C3.C1=CC=C(C=C1)P(C2=CC=CC=C2)C3=CC=CC=C3.[Cl-].[Rh] (tris(triphenylphosphine)rhodium(I) chloride). The solvent is C1=CC=CC=C1 (benzene), petroleum ether-ether. Reaction conditions: time 14 hour. Product: C1(=CC=CC=C1)CC[N+](=O)[O-] (2-Phenylnitroethane). Reaction SMILES: [N+:1](/[CH:4]=[CH:5]/[C:6]1[CH:11]=[CH:10][CH:9]=[CH:8][CH:7]=1)([O-:3])=[O:2]>C1C=CC(P(C2C=CC=CC=2)C2C=CC=CC=2)=CC=1.C1C=CC(P(C2C=CC=CC=2)C2C=CC=CC=2)=CC=1.C1C=CC(P(C2C=CC=CC=2)C2C=CC=CC=2)=CC=1.[Cl-].[Rh].C1C=CC=CC=1>[C:6]1([CH2:5][CH2:4][N+:1]([O-:3])=[O:2])[CH:11]=[CH:10][CH:9]=[CH:8][CH:7]=1 |f:1.2.3.4.5|. Reported procedure: A mixture of (trans)-β-Nitrostyrene (50.0 g, 0.335 mol), tris(triphenylphosphine)rhodium(I) chloride (10.7 g) and benzene (500 mL) at 50° C. was shaken under hydrogen at 50 psi for 14 hours and allowed to cool. The solution was rotoevaporated, suspended in petroleum ether-ether (9:1), and gravity filtered through a plug of fluorisil (80 g)/silica gel (300 g). The filtrate was rotoevaporated to a pale yellow oil; yield (49.5 g, 98%). RXN SMILES: [F:1][C:2]([C:3](=[CH:4][F:5])[C:6]([C:7]([CH2:8][CH3:9])([F:10])[F:11])([F:12])[F:13])([F:14])[F:15].[OH2:21].[S:16]([OH:17])(=[O:18])(=[O:19])[OH:20]>>[F:1][C:2]([C:3]([CH2:4][F:5])([C:6]([C:7]([CH2:8][CH3:9])([F:10])[F:11])([F:12])[F:13])[OH:17])([F:14])[F:15]. Product: CCC(F)(F)C(F)(F)C(O)(CF)C(F)(F)F. Starting materials: CCC(F)(F)C(F)(F)C(=CF)C(F)(F)F, O, O=S(=O)(O)O.